Dataset: the Open Reaction Database (ORD), a public repository of structured organic reaction records. Task: describe an organic reaction: reactants, conditions, products, and yield Run at temperature 80 celsius. Starting materials: COC1=CC=C(CNC2CC2)C=C1 (N-(4-methoxybenzyl)cyclopropanamine), ClC=1C=C(C=2N(N1)C(=CN2)C(=O)NC2=CC(=NC=C2)F)Cl (6,8-dichloro-N-(2-fluoropyridin-4-yl)imidazo[1,2-b]pyridazine-3-carboxamide), BrC=1C=2N(N=C(C1)Cl)C(=CN2)C(=O)NC2=CC(=NC=C2)F.BrC=2C=1N(N=C(C2)Cl)C(=CN1)C(=O)NC1=CC(=NC=C1)F (8-bromo-6-chloro-N-(2-fluoropyridin-4-yl)imidazo[1,2-b]pyridazine-3-carboxamide 8-bromo-6-chloro-N-(2-fluoropyridin-4-yl)imidazo[1,2-b]pyridazine-3-carboxamide), CCN(C(C)C)C(C)C (DIEA). Procedure details: N-(4-methoxybenzyl)cyclopropanamine (381 mg, 2.148 mmol) was added to ˜1:1 mixture of 6,8-dichloro-N-(2-fluoropyridin-4-yl)imidazo[1,2-b]pyridazine-3-carboxamide and 8-bromo-6-chloro-N-(2-fluoropyridin-4-yl)imidazo[1,2-b]pyridazine-3-carboxamide 8-bromo-6-chloro-N-(2-fluoropyridin-4-yl)imidazo[1,2-b]pyridazine-3-carboxamide (467 mg, 1.432 mmol, example 13A) and DIEA (0.500 mL, 2.86 mmol) in DMF (10 mL). The reaction mixture was heated at 80° C. for 1.5 hrs. Water (20 mL) was added, and the solid... Isolated yield 78.0%. The solvent is CN(C)C=O (DMF), O (Water). The product is ClC=1C=C(C=2N(N1)C(=CN2)C(=O)NC2=CC(=NC=C2)F)N(CC2=CC=C(C=C2)OC)C2CC2 (6-Chloro-8-(cyclopropyl(4-methoxybenzyl)amino)-N-(2-fluoropyridin-4-yl)imidazo[1,2-b]pyridazine-3-carboxamide). RXN SMILES: [CH3:1][O:2][C:3]1[CH:13]=[CH:12][C:6]([CH2:7][NH:8][CH:9]2[CH2:11][CH2:10]2)=[CH:5][CH:4]=1.[Cl:14][C:15]1[CH:16]=[C:17](Cl)[C:18]2[N:19]([C:21]([C:24]([NH:26][C:27]3[CH:32]=[CH:31][N:30]=[C:29]([F:33])[CH:28]=3)=[O:25])=[CH:22][N:23]=2)[N:20]=1.BrC1C2N(C(C(NC3C=CN=C(F)C=3)=O)=CN=2)N=C(Cl)C=1.BrC1C2N(C(C(NC3C=CN=C(F)C=3)=O)=CN=2)N=C(Cl)C=1.CCN(C(C)C)C(C)C>CN(C=O)C.O>[Cl:14][C:15]1[CH:16]=[C:17]([N:8]([CH:9]2[CH2:11][CH2:10]2)[CH2:7][C:6]2[CH:12]=[CH:13][C:3]([O:2][CH3:1])=[CH:4][CH:5]=2)[C:18]2[N:19]([C:21]([C:24]([NH:26][C:27]3[CH:32]=[CH:31][N:30]=[C:29]([F:33])[CH:28]=3)=[O:25])=[CH:22][N:23]=2)[N:20]=1 |f:2.3|. Starting materials: [BH4-], CN, CO, [Na+], O=Cc1c[nH]c2ccccc12. Yields the product CNCc1c[nH]c2ccccc12. Reaction SMILES: [BH4-:14].[CH3:12][NH2:13].[CH3:16][OH:17].[Na+:15].[nH:1]1[cH:2][c:3]([CH:10]=[O:11])[c:4]2[cH:5][cH:6][cH:7][cH:8][c:9]12>>[nH:1]1[cH:2][c:3]([CH2:10][NH:13][CH3:12])[c:4]2[cH:5][cH:6][cH:7][cH:8][c:9]12. The reactants are C(C1=CC=CC=C1)OC=1C=CC(=C(C1)N)OC(C)C (5-benzyloxy-2-isopropoxybenzeneamine), [I-].[K+] (potassium iodide), N(=O)[O-].[Na+] (Sodium nitrite). Run in S(O)(O)(=O)=O (sulfuric acid), O (water), O (water), O (water). Reaction conditions: temperature 0 celsius, time 30 minute. Yields the product C(C1=CC=CC=C1)OC=1C=CC(=C(C1)I)OC(C)C (5-Benzyloxy-2-isopropoxyiodobenzene). Isolated yield 48.2%. Reaction SMILES: N([O-])=O.[Na+].[CH2:5]([O:12][C:13]1[CH:14]=[CH:15][C:16]([O:20][CH:21]([CH3:23])[CH3:22])=[C:17](N)[CH:18]=1)[C:6]1[CH:11]=[CH:10][CH:9]=[CH:8][CH:7]=1.[I-:24].[K+]>O.S(=O)(=O)(O)O>[CH2:5]([O:12][C:13]1[CH:14]=[CH:15][C:16]([O:20][CH:21]([CH3:23])[CH3:22])=[C:17]([I:24])[CH:18]=1)[C:6]1[CH:11]=[CH:10][CH:9]=[CH:8][CH:7]=1 |f:0.1,3.4|. Procedure: Sodium nitrite (589 mg, 8.5 mmol) in water (2.5 mL) was added dropwise to a stirred, cooled (0° C.) suspension of 5-benzyloxy-2-isopropoxybenzeneamine (Description 109, 2.05 g, 8.4 mmol) in aqueous sulfuric acid (2M, 14 mL). The mixture was stirred at 0° C. for 30 min., then added dropwise to a stirred, cooled (0° C.) solution of potassium iodide (2.50 g, 15.1 mmol) in water (10 mL). The mixture was stirred at room temperature for 90 min., then water (50 mL) was added. The mixture was extracted ... Reactants: NC=1N=NC=CN1 (3-amino-1,2,4-triazine), CS(=O)(=O)OC (methyl methanesulphonate), CN(C=O)C (dimethylformamide). The solvent is CO (methanol). Run at time 30 minute. Yields the product S(C)(=O)(=O)O.NC=1N(NC=CN1)C (3-Amino-2-methyl-1,2,4-triazine mesylate). RXN SMILES: [NH2:1][C:2]1[N:3]=[N:4][CH:5]=[CH:6][N:7]=1.[CH3:8][S:9]([O:12]C)(=[O:11])=[O:10].[CH3:14]N(C)C=O>CO>[S:9]([OH:12])(=[O:11])(=[O:10])[CH3:8].[NH2:1][C:2]1[N:3]([CH3:14])[NH:4][CH:5]=[CH:6][N:7]=1 |f:4.5|. Procedure details: A mixture of the 3-amino-1,2,4-triazine [6] (500 mg), methyl methanesulphonate (0.5 cm3), dimethylformamide (0.5 cm3) and methanol (10 cm3) was stirred at 60° for 30 mins. and the resulting deep yellow solution allowed to stand at room temperature for 24 hrs. The deep yellow plates that were deposited were filtered off washed with acetone-ether (1:1) and dried.